This data is from the Open Reaction Database (ORD), a public repository of structured organic reaction records. The task is: describe an organic reaction: reactants, conditions, products, and yield Reactants: C(C(=O)C)C1=NC(=NO1)CCl (5-acetonyl-3-chloromethyl-1,2,4-oxadiazole), FC=1C=C(C=O)C=CC1 (3-fluorobenzaldehyde), N\C(=C/C(=O)OC)\C (methyl 3-aminocrotonate). Run in C(C)(C)O (isopropyl alcohol). Product: CC=1NC(=C(C(C1C1=NC(=NO1)CCl)C1=CC(=CC=C1)F)C(=O)OC)C (methyl 1,4-dihydro-2,6-dimethyl-3-(3-chloromethyl-1,2,4-oxadiazol-5-yl)-4-(3-fluorophenyl)pyridine-5-carboxylate). Yield: 72.1%. As a reaction SMILES: [CH2:1]([C:5]1[O:9][N:8]=[C:7]([CH2:10][Cl:11])[N:6]=1)[C:2]([CH3:4])=O.[F:12][C:13]1[CH:14]=[C:15]([CH:18]=[CH:19][CH:20]=1)[CH:16]=O.[NH2:21]/[C:22](/[CH3:28])=[CH:23]\[C:24]([O:26][CH3:27])=[O:25]>C(O)(C)C>[CH3:4][C:2]1[NH:21][C:22]([CH3:28])=[C:23]([C:24]([O:26][CH3:27])=[O:25])[CH:16]([C:15]2[CH:18]=[CH:19][CH:20]=[C:13]([F:12])[CH:14]=2)[C:1]=1[C:5]1[O:9][N:8]=[C:7]([CH2:10][Cl:11])[N:6]=1. Procedure details: A stirred solution of 500 mg of 5-acetonyl-3-chloromethyl-1,2,4-oxadiazole, 390 mg of 3-fluorobenzaldehyde and 362 mg of methyl 3-aminocrotonate in 20 ml of isopropyl alcohol was heated under reflux for 5 hours. The reaction mixture was concentrated in vacuo and the residue was chromatographed on silica gel using chloroform as eluent to give 780 mg of methyl 1,4-dihydro-2,6-dimethyl-3-(3-chloromethyl-1,2,4-oxadiazol-5-yl)-4-(3-fluorophenyl)pyridine-5-carboxylate. Recrystallization from ethyl ace... Reactants: solution, Cl (hydrogen chloride), O1CCOCC1 (dioxane), C(C)(C)(C)OC(=O)N1CCN(CC1)C(=O)C1=C(C(=C2N1N=CC(=C2)O)C2=CC=CC=C2)CC2=C(C(=CC=C2)F)C (4-[6-(3-Fluoro-2-methyl-benzyl)-3-hydroxy-5-phenyl-pyrrolo[1,2-b]pyridazin-7-carbonyl]-piperazine-1-carboxylic acid tert-butyl ester). Solvent: C(Cl)Cl (DCM). Run at time 8 hour. The product is FC=1C(=C(CC=2C(=C3N(N=CC(=C3)O)C2C(=O)N2CCNCC2)C2=CC=CC=C2)C=CC1)C ([6-(3-Fluoro-2-methyl-benzyl)-3-hydroxy-5-phenyl-pyrrolo[1,2-b]pyridazin-7-yl]-piperazin-1-yl-methanone). The yield is 82.1%. As a reaction SMILES: C(OC([N:8]1[CH2:13][CH2:12][N:11]([C:14]([C:16]2[N:20]3[N:21]=[CH:22][C:23]([OH:25])=[CH:24][C:19]3=[C:18]([C:26]3[CH:31]=[CH:30][CH:29]=[CH:28][CH:27]=3)[C:17]=2[CH2:32][C:33]2[CH:38]=[CH:37][CH:36]=[C:35]([F:39])[C:34]=2[CH3:40])=[O:15])[CH2:10][CH2:9]1)=O)(C)(C)C.Cl.O1CCOCC1>C(Cl)Cl>[F:39][C:35]1[C:34]([CH3:40])=[C:33]([CH:38]=[CH:37][CH:36]=1)[CH2:32][C:17]1[C:18]([C:26]2[CH:31]=[CH:30][CH:29]=[CH:28][CH:27]=2)=[C:19]2[CH:24]=[C:23]([OH:25])[CH:22]=[N:21][N:20]2[C:16]=1[C:14]([N:11]1[CH2:12][CH2:13][NH:8][CH2:9][CH2:10]1)=[O:15]. Procedure: The compound of step 3 (0.109 g, 0.20 mmol) was dissolved in 3 ml of anhydrous DCM and a 4 M solution of hydrogen chloride in dioxane (1.0 ml, 4.0 mmol) was added. After stirring at room temperature overnight, the mixture was evaporated to dryness under reduced pressure. The obtained solid was triturated several times with diethyl ether and dried in vacuo at 55° C. to give 0.073 g of the title compound in the form of [6-(3-fluoro-2-methyl-benzyl)-3-hydroxy-5-phenyl-pyrrolo[1,2-b]pyridazin-7-yl]-... The reactants are C1CCOC1, CC(=O)OC(C)=O, CCOC(C)=O, NS(=O)(=O)c1csc(C(=O)c2ccc(O)cc2)c1, c1ccncc1. Product: CC(=O)Oc1ccc(C(=O)c2cc(S(N)(=O)=O)cs2)cc1. As a reaction SMILES: [CH2:32]1[O:33][CH2:34][CH2:35][CH2:36]1.[CH3:25][C:26](=[O:27])[O:28][C:29](=[O:30])[CH3:31].[CH3:37][CH2:38][O:39][C:40](=[O:41])[CH3:42].[OH:1][c:2]1[cH:3][cH:4][c:5]([C:6](=[O:7])[c:8]2[cH:9][c:10]([S:13](=[O:14])(=[O:15])[NH2:16])[cH:11][s:12]2)[cH:17][cH:18]1.[cH:19]1[cH:20][cH:21][n:22][cH:23][cH:24]1>>[O:1]([c:2]1[cH:3][cH:4][c:5]([C:6](=[O:7])[c:8]2[cH:9][c:10]([S:13](=[O:14])(=[O:15])[NH2:16])[cH:11][s:12]2)[cH:17][cH:18]1)[C:26]([CH3:25])=[O:27]. Reactants: OC1=C(C=C(C=C1)CCCN1N=CN=C1)OC (1-[3-(4-hydroxy-3-methoxyphenyl)propyl]-1,2,4-triazole), ClCC=1N=C(OC1)\C=C\C1=CC=CC=C1 (4-chloromethyl-2-[(E)-2-phenylethenyl]oxazole). Yields the product COC=1C=C(C=CC1OCC=1N=C(OC1)\C=C\C1=CC=CC=C1)CCCN1N=CN=C1 (1-[3-[3-methoxy-4-[2-[(E)-2-phenylethenyl]-4-oxazolylmethoxy]phenyl]propyl]-1,2,4-triazole). Yield: 62.0%. As a reaction SMILES: [OH:1][C:2]1[CH:7]=[CH:6][C:5]([CH2:8][CH2:9][CH2:10][N:11]2[CH:15]=[N:14][CH:13]=[N:12]2)=[CH:4][C:3]=1[O:16][CH3:17].Cl[CH2:19][C:20]1[N:21]=[C:22](/[CH:25]=[CH:26]/[C:27]2[CH:32]=[CH:31][CH:30]=[CH:29][CH:28]=2)[O:23][CH:24]=1>>[CH3:17][O:16][C:3]1[CH:4]=[C:5]([CH2:8][CH2:9][CH2:10][N:11]2[CH:15]=[N:14][CH:13]=[N:12]2)[CH:6]=[CH:7][C:2]=1[O:1][CH2:19][C:20]1[N:21]=[C:22](/[CH:25]=[CH:26]/[C:27]2[CH:32]=[CH:31][CH:30]=[CH:29][CH:28]=2)[O:23][CH:24]=1. Procedure: In substantially the same manner as in Working Example 37, 1-[3-(4-hydroxy-3-methoxyphenyl)propyl]-1,2,4-triazole was allowed to react with 4-chloromethyl-2-[(E)-2-phenylethenyl]oxazole to give 1-[3-[3-methoxy-4-[2-[(E)-2-phenylethenyl]-4-oxazolylmethoxy]phenyl]propyl]-1,2,4-triazole. The yield was 62%. Recrystallization from ethyl acetate-hexane gave colorless prisms, mp 113-114° C. The reactants are ClC=1C(=NC(=CC1N(C1CCOCC1)C)Cl)C(=O)OC (methyl 3,6-dichloro-4-[methyl(oxan-4-yl)amino]pyridine-2-carboxylate), [OH-].[Na+] (NaOH). Solvent: C1CCOC1 (THF), C1CCOC1 (THF). Product: ClC=1C(=NC(=CC1N(C1CCOCC1)C)Cl)C(=O)O (3,6-dichloro-4-[methyl(oxan-4-yl)amino]pyridine-2-carboxylic acid). Isolated yield 77.4%. Reaction SMILES: [Cl:1][C:2]1[C:3]([C:17]([O:19]C)=[O:18])=[N:4][C:5]([Cl:16])=[CH:6][C:7]=1[N:8]([CH3:15])[CH:9]1[CH2:14][CH2:13][O:12][CH2:11][CH2:10]1.[OH-].[Na+]>C1COCC1>[Cl:1][C:2]1[C:3]([C:17]([OH:19])=[O:18])=[N:4][C:5]([Cl:16])=[CH:6][C:7]=1[N:8]([CH3:15])[CH:9]1[CH2:10][CH2:11][O:12][CH2:13][CH2:14]1 |f:1.2|. Procedure details: To a stirred solution of methyl 3,6-dichloro-4-[methyl(oxan-4-yl)amino]pyridine-2-carboxylate (114 mg, 0.36 mmol) in THF (5 ml) was added 2M aqueous NaOH (0.89 ml, 1.79 mmol) and the reaction mixture was left to stir at room temperature for 20 h after which time the THF was evaporated in vacuo. The aqueous phase was then treated with an aqueous 10% citric acid solution to pH 5-6 and then extracted with EtOAc (3×50 ml) followed by a solution of 1:1 IPA/CHCl3 (2×50 ml), the combined organic phases... Isolated yield 183.5%. Starting materials: O (Water), C([O-])([O-])=O.[K+].[K+] (potassium carbonate), C(C1=CC=CC=C1)Br (benzyl bromide), C(CCC)S(=O)(=O)NC1CC2=CC=C(C=C2C1)C=1C=CC(NN1)=O (2-n-butylsulfonylamino-5-[pyridazin-3(2H)-on-6-yl]indane). The product is C(CCC)C1C(C2=CC=C(C=C2C1)C=1C=CC(N(N1)CC1=CC=CC=C1)=O)N=S(=O)=O (2-n-butyl sulfonylamino-5-[2-benzylpyridazin-3(2H)-on-6-yl]indane). Run at time 2 hour. The solvent is CN(C=O)C (dimethylformamide). Procedure: To 1.0 g of 2-n-butylsulfonylamino-5-[pyridazin-3(2H)-on-6-yl]indane dissolved in 30 ml of dimethylformamide were added 828 mg of potassium carbonate and 547 mg of benzyl bromide, and the mixture was stirred at room temperature for 2 hours. Water was added to the reaction mixture, and crude crystals precipitated were collected by filtration, dried and then recrystallized from ethanol to obtain 1.15 g of 2-n-butyl sulfonylamino-5-[2-benzylpyridazin-3(2H)-on-6-yl]indane. This compound had the same... As a reaction SMILES: C([S:5]([NH:8][CH:9]1[CH2:17][C:16]2[C:11](=[CH:12][CH:13]=[C:14]([C:18]3[CH:19]=[CH:20][C:21](=[O:24])[NH:22][N:23]=3)[CH:15]=2)[CH2:10]1)(=[O:7])=[O:6])CCC.C(=O)([O-])[O-].[K+].[K+].[CH2:31](Br)[C:32]1[CH:37]=[CH:36][CH:35]=[CH:34][CH:33]=1.O>CN(C)C=O>[CH2:17]([CH:10]1[CH2:11][C:12]2[C:17](=[CH:16][CH:15]=[C:14]([C:18]3[CH:19]=[CH:20][C:21](=[O:24])[N:22]([CH2:31][C:32]4[CH:37]=[CH:36][CH:35]=[CH:34][CH:33]=4)[N:23]=3)[CH:13]=2)[CH:9]1[N:8]=[S:5](=[O:7])=[O:6])[CH2:9][CH2:10][CH3:11] |f:1.2.3|. Reactants: O, CC(C)(C)n1ncc(C(=O)O)c1C=NO, O=S(Cl)Cl. Reaction SMILES: [OH2:20].[OH:5][N:6]=[CH:7][c:8]1[c:9]([C:17](=[O:18])[OH:19])[cH:10][n:11][n:12]1[C:13]([CH3:14])([CH3:15])[CH3:16].[S:1]([Cl:2])([Cl:3])=[O:4]>>[N:6]#[C:7][c:8]1[c:9]([C:17](=[O:18])[OH:19])[cH:10][n:11][n:12]1[C:13]([CH3:14])([CH3:15])[CH3:16]. Yields the product CC(C)(C)n1ncc(C(=O)O)c1C#N. The reactants are O=C1CCC(=O)N1Br, CN1N=C(C(=O)NCc2ccc(Cl)cc2)S(=O)(=O)c2ccsc21, ClCCl, CN(C)C=O. The product is CN1N=C(C(=O)NCc2ccc(Cl)cc2)S(=O)(=O)c2cc(Br)sc21. As a reaction SMILES: [Br:29][N:30]1[C:31](=[O:32])[CH2:33][CH2:34][C:35]1=[O:36].[Cl:1][c:2]1[cH:3][cH:4][c:5]([CH2:6][NH:7][C:8](=[O:9])[C:10]2=[N:15][N:14]([CH3:16])[c:13]3[c:12]([cH:19][cH:18][s:17]3)[S:11]2(=[O:20])=[O:21])[cH:22][cH:23]1.[Cl:37][CH2:38][Cl:39].[O:24]=[CH:25][N:26]([CH3:27])[CH3:28]>>[Cl:1][c:2]1[cH:3][cH:4][c:5]([CH2:6][NH:7][C:8](=[O:9])[C:10]2=[N:15][N:14]([CH3:16])[c:13]3[c:12]([cH:19][c:18]([Br:29])[s:17]3)[S:11]2(=[O:20])=[O:21])[cH:22][cH:23]1. The reactants are BrC1=CC=C(C=C1)C1=C(C(=NO1)C)CNCC1CCCCC1 ([5-(4-bromo-phenyl)-3-methyl-isoxazol-4-ylmethyl]-cyclohexylmethyl-amine), C(C)OC(=O)C1(CC1)C1=CC=C(C=C1)B1OC(C(O1)(C)C)(C)C (1-[4-(4,4,5,5-tetramethyl-[1,3,2]dioxaborolan-2-yl)-phenyl]-cyclopropanecarboxylic acid ethyl ester). The product is C(C)OC(=O)C1(CC1)C1=CC=C(C=C1)C1=CC=C(C=C1)C1=C(C(=NO1)C)CNCC1CCCCC1 (1-(4′-{4-[(Cyclohexylmethyl-amino)-methyl]-3-methyl-isoxazol-5-yl}-biphenyl-4-yl)-cyclopropanecarboxylic acid ethyl ester). Reaction SMILES: Br[C:2]1[CH:7]=[CH:6][C:5]([C:8]2[O:12][N:11]=[C:10]([CH3:13])[C:9]=2[CH2:14][NH:15][CH2:16][CH:17]2[CH2:22][CH2:21][CH2:20][CH2:19][CH2:18]2)=[CH:4][CH:3]=1.[CH2:23]([O:25][C:26]([C:28]1([C:31]2[CH:36]=[CH:35][C:34](B3OC(C)(C)C(C)(C)O3)=[CH:33][CH:32]=2)[CH2:30][CH2:29]1)=[O:27])[CH3:24]>>[CH2:23]([O:25][C:26]([C:28]1([C:31]2[CH:36]=[CH:35][C:34]([C:2]3[CH:7]=[CH:6][C:5]([C:8]4[O:12][N:11]=[C:10]([CH3:13])[C:9]=4[CH2:14][NH:15][CH2:16][CH:17]4[CH2:22][CH2:21][CH2:20][CH2:19][CH2:18]4)=[CH:4][CH:3]=3)=[CH:33][CH:32]=2)[CH2:29][CH2:30]1)=[O:27])[CH3:24]. Procedure: Prepared according to the procedure described in Example 3, Step 5, using [5-(4-bromo-phenyl)-3-methyl-isoxazol-4-ylmethyl]-cyclohexylmethyl-amine and 1-[4-(4,4,5,5-tetramethyl-[1,3,2]dioxaborolan-2-yl)-phenyl]-cyclopropanecarboxylic acid ethyl ester.